From a dataset of the Open Reaction Database (ORD), a public repository of structured organic reaction records. describe an organic reaction: reactants, conditions, products, and yield Starting materials: C(C)(=O)OCC (ethyl acetate), CC(C)([O-])C.[K+] (potassium t-butoxide), ClCC[C@H]1N(C[C@@H](C1)O)C(=O)OCC ((2S,4R)-2-(2-chloroethyl)-1-ethoxycarbonyl-4-hydroxypyrrolidine), FC1=CC(=C(C=C1)O)CCC1=CC(=CC=C1)OC (4-fluoro-2-[2-(3-methoxyphenyl)ethyl]phenol). Solvent: CN(C(C)=O)C (N,N-dimethylacetamide). Reaction conditions: temperature 40 celsius, time 5 hour. Product: C(C)OC(=O)N1[C@@H](C[C@H](C1)O)CCOC1=C(C=C(C=C1)F)CCC1=CC(=CC=C1)OC ((2R,4R)-1-Ethoxycarbonyl-2-[2-{4-fluoro-2-[2-(3-methoxyphenyl)ethyl]phenoxy}ethyl]-4-hydroxypyrrolidine). Isolated yield 76.5%. RXN SMILES: [F:1][C:2]1[CH:7]=[CH:6][C:5]([OH:8])=[C:4]([CH2:9][CH2:10][C:11]2[CH:16]=[CH:15][CH:14]=[C:13]([O:17][CH3:18])[CH:12]=2)[CH:3]=1.CC(C)([O-])C.[K+].Cl[CH2:26][CH2:27][C@@H:28]1[CH2:32][C@@H:31]([OH:33])[CH2:30][N:29]1[C:34]([O:36][CH2:37][CH3:38])=[O:35].C(OCC)(=O)C>CN(C)C(=O)C>[CH2:37]([O:36][C:34]([N:29]1[CH2:30][C@H:31]([OH:33])[CH2:32][C@H:28]1[CH2:27][CH2:26][O:8][C:5]1[CH:6]=[CH:7][C:2]([F:1])=[CH:3][C:4]=1[CH2:9][CH2:10][C:11]1[CH:16]=[CH:15][CH:14]=[C:13]([O:17][CH3:18])[CH:12]=1)=[O:35])[CH3:38] |f:1.2|. Reported procedure: 399 mg of 4-fluoro-2-[2-(3-methoxyphenyl)ethyl]phenol (prepared as described in Preparation 4) were dissolved in 8 ml of N,N-dimethylacetamide, and then 363 mg of potassium t-butoxide and 718 mg of (2S,4R)-2-(2-chloroethyl)-1-ethoxycarbonyl-4-hydroxypyrrolidine were added, whilst ice-cooling, to the resulting solution. The resulting mixture was then stirred at 40° C. for 5 hours. At the end of this time, 50 ml of ethyl acetate were added, and the reaction mixture was washed with water and with a... The reactants are C(C(C)(C)C1=CC=CC=C1)[Sn](C1=C(C=CC=C1)C(F)(F)F)(CC(C)(C)C1=CC=CC=C1)Cl (Dineophyl-orthotrifluoromethylphenyltin chloride), [S-]C#N.[K+] (potassium thiocyanate), C1=CC=CC=C1 (benzene). The solvent is O (water). Product: C(C(C)(C)C1=CC=CC=C1)[Sn](C1=C(C=CC=C1)C(F)(F)F)(CC(C)(C)C1=CC=CC=C1)N=C=S (dineophyl-orthotrifluoromethylphenyltin isothiocyanate). The yield is 96.2%. RXN SMILES: [CH2:1]([Sn:11](Cl)([CH2:22][C:23]([C:26]1[CH:31]=[CH:30][CH:29]=[CH:28][CH:27]=1)([CH3:25])[CH3:24])[C:12]1[CH:17]=[CH:16][CH:15]=[CH:14][C:13]=1[C:18]([F:21])([F:20])[F:19])[C:2]([C:5]1[CH:10]=[CH:9][CH:8]=[CH:7][CH:6]=1)([CH3:4])[CH3:3].[S-:33][C:34]#[N:35].[K+].C1C=CC=CC=1>O>[CH2:1]([Sn:11]([N:35]=[C:34]=[S:33])([CH2:22][C:23]([C:26]1[CH:31]=[CH:30][CH:29]=[CH:28][CH:27]=1)([CH3:25])[CH3:24])[C:12]1[CH:17]=[CH:16][CH:15]=[CH:14][C:13]=1[C:18]([F:21])([F:20])[F:19])[C:2]([C:5]1[CH:10]=[CH:9][CH:8]=[CH:7][CH:6]=1)([CH3:4])[CH3:3] |f:1.2|. Procedure details: Dineophyl-orthotrifluoromethylphenyltin chloride (6 g, 10.6 mmol) prepared in Example 5, potassium thiocyanate (1.5 g, 15.9 mmol), benzene (40 g) and water (10 g) were charged into a flask and the mixture was refluxed for 2 hours. The aqueous layer was removed and the organic layer was washed with water and filtered. Evaporation of the benzene under reduced pressure gave 6.0 g of dineophyl-orthotrifluoromethylphenyltin isothiocyanate as a colorless viscous liquid. The reactants are CCOC(=O)c1ccc2c(c1)N=C(C)c1ccc(OC)cc1O2, CO, Cl, [Na+], [OH-]. Product: COc1ccc2c(c1)Oc1ccc(C(=O)O)cc1N=C2C. RXN SMILES: [CH3:1][C:2]1=[N:3][c:4]2[c:5]([cH:15][cH:16][c:17]([C:19](=[O:20])[O:21][CH2:22][CH3:23])[cH:18]2)[O:6][c:7]2[c:8]1[cH:9][cH:10][c:11]([O:13][CH3:14])[cH:12]2.[CH3:27][OH:28].[ClH:26].[Na+:25].[OH-:24]>>[CH3:1][C:2]1=[N:3][c:4]2[c:5]([cH:15][cH:16][c:17]([C:19](=[O:20])[OH:21])[cH:18]2)[O:6][c:7]2[c:8]1[cH:9][cH:10][c:11]([O:13][CH3:14])[cH:12]2.